From a dataset of the Open Reaction Database (ORD), a public repository of structured organic reaction records. describe an organic reaction: reactants, conditions, products, and yield The reactants are 1-isothiacyanato-4-styryl-benzene, C(#N)CC(=O)N (2-cyanoacetamide), OC1=NSC(=C1C#N)NC1=CC=CC=C1 (3-Hydroxy-5-phenylamino-isothiazol-4-carbonitrile). The product is OC1=NSC(=C1C#N)NC1=CC=C(C=C1)C=CC1=CC=CC=C1 (3-Hydroxy-5-(4-styryl-phenylamino)-isothiazole-4-carbonitrile). Reaction SMILES: [C:1]([CH2:3][C:4](N)=O)#N.[OH:7][C:8]1[C:12]([C:13]#[N:14])=[C:11]([NH:15][C:16]2[CH:21]=[CH:20][CH:19]=[CH:18][CH:17]=2)[S:10][N:9]=1>>[OH:7][C:8]1[C:12]([C:13]#[N:14])=[C:11]([NH:15][C:16]2[CH:17]=[CH:18][C:19]([CH:1]=[CH:3][C:4]3[CH:20]=[CH:21][CH:16]=[CH:17][CH:18]=3)=[CH:20][CH:21]=2)[S:10][N:9]=1. Procedure details: The title compound was prepared from 1-isothiacyanato-4-styryl-benzene and 2-cyanoacetamide by the procedure analogous to Method 2 for 3-Hydroxy-5-phenylamino-isothiazol-4-carbonitrile. 1H NMR (300 MHz, DMSO-d6) δ: 7.22–7.65 (m, 11H). MS (ES, m/z): 320.3, [M-H]+, 318.1 [M-H]−. Reactants: CCOc1cc(C(C)(C)C)ncc1C1=NC(C)(c2ccc(Cl)cc2)C(C)(c2ccc(Cl)cc2)N1C(=O)Cl, OCCC1CCNCC1. The product is CCOc1cc(C(C)(C)C)ncc1C1=NC(C)(c2ccc(Cl)cc2)C(C)(c2ccc(Cl)cc2)N1C(=O)N1CCC(CCO)CC1. Reaction SMILES: [C:1]([CH3:2])([CH3:3])([CH3:4])[c:5]1[cH:6][c:7]([O:35][CH2:36][CH3:37])[c:8]([C:11]2=[N:15][C:14]([CH3:16])([c:17]3[cH:18][cH:19][c:20]([Cl:23])[cH:21][cH:22]3)[C:13]([CH3:24])([c:25]3[cH:26][cH:27][c:28]([Cl:31])[cH:29][cH:30]3)[N:12]2[C:32](=[O:33])[Cl:34])[cH:9][n:10]1.[NH:38]1[CH2:39][CH2:40][CH:41]([CH2:44][CH2:45][OH:46])[CH2:42][CH2:43]1>>[C:1]([CH3:2])([CH3:3])([CH3:4])[c:5]1[cH:6][c:7]([O:35][CH2:36][CH3:37])[c:8]([C:11]2=[N:15][C:14]([CH3:16])([c:17]3[cH:18][cH:19][c:20]([Cl:23])[cH:21][cH:22]3)[C:13]([CH3:24])([c:25]3[cH:26][cH:27][c:28]([Cl:31])[cH:29][cH:30]3)[N:12]2[C:32](=[O:33])[N:38]2[CH2:39][CH2:40][CH:41]([CH2:44][CH2:45][OH:46])[CH2:42][CH2:43]2)[cH:9][n:10]1. Starting materials: [Br-], Br, COc1c(N)cccc1F, O=N[O-], [Na+], O. The product is COc1c(F)cccc1Br. As a reaction SMILES: [Br-:15].[BrH:17].[F:1][c:2]1[c:3]([O:9][CH3:10])[c:4]([NH2:8])[cH:5][cH:6][cH:7]1.[N:11]([O-:12])=[O:13].[Na+:14].[OH2:16]>>[F:1][c:2]1[c:3]([O:9][CH3:10])[c:4]([Br:15])[cH:5][cH:6][cH:7]1. Starting materials: [H-].[Na+] (NaH), C1(=CC=CC=2C3=CC=CC=C3NC12)C(=O)OC (methyl 9H-carbazole-1-carboxylate), BrCC (bromoethane). Run in CN(C)C=O (DMF). Run at time 6 hour. Yields the product C(C)N1C2=CC=CC=C2C=2C=CC=C(C12)C(=O)OC (methyl 9-ethyl-9H-carbazole-1-carboxylate). The yield is 57.7%. RXN SMILES: [C:1]1([C:14]([O:16][CH3:17])=[O:15])[C:13]2[NH:12][C:11]3[C:6](=[CH:7][CH:8]=[CH:9][CH:10]=3)[C:5]=2[CH:4]=[CH:3][CH:2]=1.[H-].[Na+].Br[CH2:21][CH3:22]>CN(C=O)C>[CH2:21]([N:12]1[C:13]2[C:1]([C:14]([O:16][CH3:17])=[O:15])=[CH:2][CH:3]=[CH:4][C:5]=2[C:6]2[C:11]1=[CH:10][CH:9]=[CH:8][CH:7]=2)[CH3:22] |f:1.2|. Procedure: A 100-mL round-bottom flask was charged with a solution of methyl 9H-carbazole-1-carboxylate (2 g, 8.89 mmol, 1.00 equiv) in DMF (20 mL). To this was added NaH (1.78 g, 74.17 mmol, 5.00 equiv) in several batches followed by addition of bromoethane (1.92 g, 17.94 mmol, 2.00 equiv). The resulting solution was stirred at room temperature for 6 hours. Upon completion, the reaction was then quenched with water (20 mL). The mixture was then extracted with ethyl acetate (3×20 mL). Combined organic laye... The reactants are BrC1=CN=C2C(=N1)N(N=N2)CC=2C(=C1C=CC=NC1=CC2F)F (6-((6-bromo-1H-[1,2,3]triazolo[4,5-b]pyrazin-1-yl)methyl)-5,7-difluoroquinoline), C(CCC)[Sn](C(=C)OCC)(CCCC)CCCC (tributyl(1-ethoxyvinyl)stannane). Reaction SMILES: Br[C:2]1[N:7]=[C:6]2[N:8]([CH2:11][C:12]3[C:13]([F:23])=[C:14]4[C:19](=[CH:20][C:21]=3[F:22])[N:18]=[CH:17][CH:16]=[CH:15]4)[N:9]=[N:10][C:5]2=[N:4][CH:3]=1.C([Sn](CCCC)(CCCC)[C:29]([O:31][CH2:32][CH3:33])=[CH2:30])CCC>CN(C=O)C.C1C=CC([P]([Pd]([P](C2C=CC=CC=2)(C2C=CC=CC=2)C2C=CC=CC=2)([P](C2C=CC=CC=2)(C2C=CC=CC=2)C2C=CC=CC=2)[P](C2C=CC=CC=2)(C2C=CC=CC=2)C2C=CC=CC=2)(C2C=CC=CC=2)C2C=CC=CC=2)=CC=1>[CH2:32]([O:31][C:29]([C:2]1[N:7]=[C:6]2[N:8]([CH2:11][C:12]3[C:13]([F:23])=[C:14]4[C:19](=[CH:20][C:21]=3[F:22])[N:18]=[CH:17][CH:16]=[CH:15]4)[N:9]=[N:10][C:5]2=[N:4][CH:3]=1)=[CH2:30])[CH3:33] |^1:50,52,71,90|. Reagents/catalysts: C=1C=CC(=CC1)[P](C=2C=CC=CC2)(C=3C=CC=CC3)[Pd]([P](C=4C=CC=CC4)(C=5C=CC=CC5)C=6C=CC=CC6)([P](C=7C=CC=CC7)(C=8C=CC=CC8)C=9C=CC=CC9)[P](C=1C=CC=CC1)(C=1C=CC=CC1)C=1C=CC=CC1 (Pd(Ph3P)4). Procedure details: To a degassed solution of 6-((6-bromo-1H-[1,2,3]triazolo[4,5-b]pyrazin-1-yl)methyl)-5,7-difluoroquinoline (10 mg, 0.03 mmol) in DMF (1 mL) was added Pd(Ph3P)4 (3.1 mg, 2.65 μmol). After stirring for 20 min, tributyl(1-ethoxyvinyl)stannane (14.4 mg, 0.04 mmol) was added. The reaction was heated at 100° C. until the LC-MS showed its completetion. The reaction mixture was filtered through celite and washed with ether. The filtration was washed with water, dried over Na2SO4, and concentrated. The cr... Yield: 54.3%. Run in CN(C)C=O (DMF). Reaction conditions: temperature 100 celsius, time 20 minute. The product is C(C)OC(=C)C1=CN=C2C(=N1)N(N=N2)CC=2C(=C1C=CC=NC1=CC2F)F (6-((6-(1-ethoxyvinyl)-1H-[1,2,3]triazolo[4,5-b]pyrazin-1-yl)methyl)-5,7-difluoroquinoline). The reactants are ClC1=C(C=CC=C1)C1=CC=2NC=3C=CC(=CC3C2C2=C1C(N(C2=O)CC2=C(C=C(C=C2)OC)OC)=O)OC (4-(2-Chlorophenyl)-2-(2,4-dimethoxybenzyl)-9-methoxypyrrolo[3,4-c]carbazole-1,3(2H,6H)-dione), BrCCC=C (4-bromo-1-butene). Product: C(CC=C)N1C=2C=CC(=CC2C=2C3=C(C(=CC12)C1=C(C=CC=C1)Cl)C(N(C3=O)CC3=C(C=C(C=C3)OC)OC)=O)OC (6-(3-Butenyl)-4-(2-chlorophenyl)-2-(2,4-dimethoxybenzyl)-9-methoxypyrrolo[3,4-c]carbazole-1,3(2H,6H)-dione). Yield: 58.4%. Reaction SMILES: [Cl:1][C:2]1[CH:7]=[CH:6][CH:5]=[CH:4][C:3]=1[C:8]1[C:20]2[C:21](=[O:36])[N:22]([CH2:25][C:26]3[CH:31]=[CH:30][C:29]([O:32][CH3:33])=[CH:28][C:27]=3[O:34][CH3:35])[C:23](=[O:24])[C:19]=2[C:18]2[C:17]3[CH:16]=[C:15]([O:37][CH3:38])[CH:14]=[CH:13][C:12]=3[NH:11][C:10]=2[CH:9]=1.Br[CH2:40][CH2:41][CH:42]=[CH2:43]>>[CH2:43]([N:11]1[C:10]2[CH:9]=[C:8]([C:3]3[CH:4]=[CH:5][CH:6]=[CH:7][C:2]=3[Cl:1])[C:20]3[C:21](=[O:36])[N:22]([CH2:25][C:26]4[CH:31]=[CH:30][C:29]([O:32][CH3:33])=[CH:28][C:27]=4[O:34][CH3:35])[C:23](=[O:24])[C:19]=3[C:18]=2[C:17]2[CH:16]=[C:15]([O:37][CH3:38])[CH:14]=[CH:13][C:12]1=2)[CH2:42][CH:41]=[CH2:40]. Procedure details: Reaction of carbazole (287) (260 mg, 0.51 mmol) prepared as described in example 297 with 4-bromo-1-butene (155 □L, 1.53 mmol) according to procedure described in example 298 gave carbazole (289) (173 mg, 58%) as a yellow powder, mp 161–164° C. 1H NMR δ [(CD3)2SO] 8.50 (d, J=2.6 Hz, 1H), 7.89 (s, 1H), 7.73 (d, J=9.0 Hz, 1H), 7.60–7.46 (m, 4H), 7.31 (dd, J=9.0, 2.6 Hz, 1H), 6.96 (d, J=8.5 Hz, 1H), 6.57 (d, J=2.3 Hz, 1H), 6.44 (dd, J=8.4, 2.3 Hz, 1H), 5.84 (m, 1H), 4.96–4.86 (m, 2H), 4.68 (s, 2H),... Starting materials: NC=1C=C(C(=O)NC2=CC=C(C=C2)C=2SC3=C(N2)C=CC(=C3)OC)C=CC1 (3-amino-N-[4-(6-methoxybenzothiazol-2-yl)-phenyl]-benzamide), B(Br)(Br)Br (BBr3), CCCCCC.CCOC(=O)C (Hexane EtOAc), CCOC(=O)C (EtOAc). The solvent is C(Cl)Cl (DCM). Yields the product NC=1C=C(C(=O)NC2=CC=C(C=C2)C=2SC3=C(N2)C=CC(=C3)O)C=CC1 (3-Amino-N-[4-(6-hydroxybenzothiazol-2-yl)-phenyl]-benzamide). Isolated yield 61.7%. As a reaction SMILES: [NH2:1][C:2]1[CH:3]=[C:4]([CH:25]=[CH:26][CH:27]=1)[C:5]([NH:7][C:8]1[CH:13]=[CH:12][C:11]([C:14]2[S:15][C:16]3[CH:22]=[C:21]([O:23]C)[CH:20]=[CH:19][C:17]=3[N:18]=2)=[CH:10][CH:9]=1)=[O:6].B(Br)(Br)Br.CCCCCC.CCOC(C)=O.CCOC(C)=O>C(Cl)Cl>[NH2:1][C:2]1[CH:3]=[C:4]([CH:25]=[CH:26][CH:27]=1)[C:5]([NH:7][C:8]1[CH:13]=[CH:12][C:11]([C:14]2[S:15][C:16]3[CH:22]=[C:21]([OH:23])[CH:20]=[CH:19][C:17]=3[N:18]=2)=[CH:10][CH:9]=1)=[O:6] |f:2.3|. Procedure details: Prepared as described in the Demethylation section using 3-amino-N-[4-(6-methoxybenzothiazol-2-yl)-phenyl]-benzamide (50 mg, 0.13 mmol) in dry DCM (3 ml) and BBr3 (1.0 M solution in DCM, 0.67 ml, 0.67 mmol) to give the title compound (29 mg, 60%) as a pale brown solid after work-up and flash chromatography (1:1 Hexane/EtOAc followed by EtOAc).